describe an organic reaction: reactants, conditions, products, and yield From a dataset of the Open Reaction Database (ORD), a public repository of structured organic reaction records. The reactants are NC(=CC(=O)OCC)C1=CC=CC=C1 (ethyl β-amino-cinnamate), ClC(=O)SCl (chorocarbonylsulfenyl chloride). Run in ClC1=CC=CC=C1 (chlorobenzene), ClC1=CC=CC=C1 (chlorobenzene). Conditions: temperature 110 celsius. Product: O=C1SC(=C(N1)C1=CC=CC=C1)C(=O)OCC (ethyl 2,3-dihydro-2-oxo-4-phenyl-5-thiazolecarboxylate). Yield: 55.0%. RXN SMILES: [NH2:1][C:2]([C:9]1[CH:14]=[CH:13][CH:12]=[CH:11][CH:10]=1)=[CH:3][C:4]([O:6][CH2:7][CH3:8])=[O:5].Cl[C:16]([S:18]Cl)=[O:17]>ClC1C=CC=CC=1>[O:17]=[C:16]1[NH:1][C:2]([C:9]2[CH:14]=[CH:13][CH:12]=[CH:11][CH:10]=2)=[C:3]([C:4]([O:6][CH2:7][CH3:8])=[O:5])[S:18]1. Procedure: To a solution of 20.0 g (0.105 mole) of ethyl β-amino-cinnamate in 40 ml. of chlorobenzene under ice cooling was added a solution of 11.6 g (0.112 mole) of chorocarbonylsulfenyl chloride in 10 ml. of chlorobenzene. The reaction mixture was heated at 110° C. for 2 hours, cooled to triturated with petroleum ether. The precipitate was heated with hot benzene, cooled and filtered to give 14.4 g (55%) of ethyl 2,3-dihydro-2-oxo-4-phenyl-5-thiazolecarboxylate as yellow needles. A mixture of 3.0 g (0.0...